Dataset: the Open Reaction Database (ORD), a public repository of structured organic reaction records. Task: describe an organic reaction: reactants, conditions, products, and yield The reactants are CN(C)C=O, O=C(c1cccc(C(F)(F)F)c1Cl)N1CCn2c(Cl)cnc2C1, O=C1CCC(=O)N1Cl. Product: O=C(c1cccc(C(F)(F)F)c1Cl)N1CCn2c(nc(Cl)c2Cl)C1. Reaction SMILES: [CH3:32][N:33]([CH3:34])[CH:35]=[O:36].[Cl:1][c:2]1[cH:3][n:4][c:5]2[n:6]1[CH2:7][CH2:8][N:9]([C:11](=[O:12])[c:13]1[c:14]([Cl:23])[c:15]([C:19]([F:20])([F:21])[F:22])[cH:16][cH:17][cH:18]1)[CH2:10]2.[Cl:24][N:25]1[C:26](=[O:27])[CH2:28][CH2:29][C:30]1=[O:31]>>[Cl:1][c:2]1[c:3]([Cl:24])[n:4][c:5]2[n:6]1[CH2:7][CH2:8][N:9]([C:11](=[O:12])[c:13]1[c:14]([Cl:23])[c:15]([C:19]([F:20])([F:21])[F:22])[cH:16][cH:17][cH:18]1)[CH2:10]2. Reactants: 2036]in, C1CCOC1 (THF), B1C2CCCC1CCC2 (9-BBN), C(C)(C)(C)OC(=O)N1CCC2(CC1)C=CC1=CC=CC=C12 (1'-(t-butyloxycarbonyl)spiro[1H-indene-1,4'-piperidine]), C=1C=C[NH+]=CC1.[O-][Cr](=O)(=O)Cl (PCC). Run in CCOCC (ether). Run at temperature 70 celsius. Yields the product C(C)(C)(C)OC(=O)N1CCC2(CC1)CC(C1CC=CC=C12)=O (1'-(t-butyloxycarbonyl)3,4-dihydro-3-oxospiro[1H-indene-1,4'-piperidine]). Yield: 47.0%. RXN SMILES: [C:1]([O:5][C:6]([N:8]1[CH2:13][CH2:12][C:11]2([C:21]3[C:16](=[CH:17][CH:18]=[CH:19][CH:20]=3)[CH:15]=[CH:14]2)[CH2:10][CH2:9]1)=[O:7])([CH3:4])([CH3:3])[CH3:2].C1C[O:25]CC1.B1C2CCCC1CCC2.C1C=C[NH+]=CC=1.[O-][Cr](Cl)(=O)=O>CCOCC>[C:1]([O:5][C:6]([N:8]1[CH2:9][CH2:10][C:11]2([C:21]3[CH:16]([CH2:17][CH:18]=[CH:19][CH:20]=3)[C:15](=[O:25])[CH2:14]2)[CH2:12][CH2:13]1)=[O:7])([CH3:4])([CH3:2])[CH3:3] |f:3.4|. Reported procedure: To a solution of 661 mg (2.31 mmol) of 1'-(t-butyloxycarbonyl)spiro[1H-indene-1,4'-piperidine][prepared by the method of Chambers, et al, J. Med. Chem., 1992, 35, 2036]in 5.0 ml of THF was added 5.8 ml (1.0 M THF, 2.9 mmol) of 9-BBN. The reaction mixture was heated at 70° C. until TLC analysis indicated that the starting material was consumed. The solution was concentrated and the residue was dissolved in dichloromethane. The solution was cooled to 0° C. and 4.1 g (19.2 mmol) of PCC was added sl... Starting materials: C1CCC2=NCCCN2CC1, O=C(Nc1cccc2cnccc12)C(Cl)(Cl)Cl, CN(C)c1ccc(CN)cc1. Yields the product CN(C)c1ccc(CNC(=O)Nc2cccc3cnccc23)cc1. Reaction SMILES: [CH2:29]1[CH2:30][CH2:31][C:32]2=[N:37][CH2:36][CH2:35][CH2:34][N:33]2[CH2:38][CH2:39]1.[Cl:12][C:13]([C:14](=[O:15])[NH:16][c:17]1[c:18]2[cH:19][cH:20][n:21][cH:22][c:23]2[cH:24][cH:25][cH:26]1)([Cl:27])[Cl:28].[NH2:1][CH2:2][c:3]1[cH:4][cH:5][c:6]([N:7]([CH3:8])[CH3:9])[cH:10][cH:11]1>>[NH:1]([CH2:2][c:3]1[cH:4][cH:5][c:6]([N:7]([CH3:8])[CH3:9])[cH:10][cH:11]1)[C:14](=[O:15])[NH:16][c:17]1[c:18]2[cH:19][cH:20][n:21][cH:22][c:23]2[cH:24][cH:25][cH:26]1. The reactants are BrC1=C(C(=O)O)C=C(C=C1)OC (2-bromo-5-methoxybenzoic acid), C(CCC)[Li] (n-butyllithium), CON(C(C1=CC=C(C=C1)C)=O)C (N-methoxy-N-methyl-4-methylbenzamide). The product is COC=1C=CC(=C(C(=O)O)C1)C(C1=CC=C(C=C1)C)=O (5-methoxy-2-(4-methylbenzoyl)benzoic acid). Reaction SMILES: Br[C:2]1[CH:10]=[CH:9][C:8]([O:11][CH3:12])=[CH:7][C:3]=1[C:4]([OH:6])=[O:5].C([Li])CCC.CON(C)[C:21](=[O:29])[C:22]1[CH:27]=[CH:26][C:25]([CH3:28])=[CH:24][CH:23]=1>>[CH3:12][O:11][C:8]1[CH:9]=[CH:10][C:2]([C:21](=[O:29])[C:22]2[CH:27]=[CH:26][C:25]([CH3:28])=[CH:24][CH:23]=2)=[C:3]([CH:7]=1)[C:4]([OH:6])=[O:5]. Reported procedure: This compound is synthesized according to the method described in 3.2. by reacting 2-bromo-5-methoxybenzoic acid pretreated with n-butyllithium with N-methoxy-N-methyl-4-methylbenzamide. It is used in crude form in the following reaction. Starting materials: [H][H] (hydrogen), CC(C(=O)OCC)C(=O)OCC (Diethyl 2-methylmalonate), FN(S(=O)(=O)C1=CC=C(C=C1)C)CC(C)(C)C (N-fluoro-N-neopentyl-p-toluenesulfonamide), [H-].[Na+] (Sodium hydride), oil. Run in CCOCC (ether), O1CCCC1 (tetrahydrofuran), C1(=CC=CC=C1)C (toluene), C1(=CC=CC=C1)C (toluene). Run at time 5 minute. Yields the product FC(C(=O)OCC)(C(=O)OCC)C (diethyl 2-fluoro-2-methylmalonate). Yield: 53.3%. As a reaction SMILES: [CH3:1][CH:2]([C:8]([O:10][CH2:11][CH3:12])=[O:9])[C:3]([O:5][CH2:6][CH3:7])=[O:4].[H-].[Na+].[H][H].[F:17]N(CC(C)(C)C)S(C1C=CC(C)=CC=1)(=O)=O>O1CCCC1.C1(C)C=CC=CC=1.CCOCC>[F:17][C:2]([CH3:1])([C:3]([O:5][CH2:6][CH3:7])=[O:4])[C:8]([O:10][CH2:11][CH3:12])=[O:9] |f:1.2|. Procedure details: Diethyl 2-methylmalonate (870 mg, 860 μL, 5 mmole) was dissolved in anhydrous tetrahydrofuran (10 mL) under nitrogen. Sodium hydride (250 mg as a 60% oil dispersion, 6 mmole) was added and the mixture was stirred until hydrogen evolution ceased (about 15 minutes). The reaction mixture was diluted with toluene (20 mL) and transferred dropwise to a solution of N-fluoro-N-neopentyl-p-toluenesulfonamide (1.295 g, 5 mmole) in anhydrous toluene (10 mL) over 5 minutes. A precipitate formed during addit... Starting materials: OO (hydrogen peroxide), FC1=CC=C(C=C1)SCCCC(=O)NO (4-(p-fluorophenylthio)-butyrohydroxamic acid), 110. Run in C(C)(=O)O (acetic acid). Reaction conditions: time 1 hour. The product is FC1=CC=C(C=C1)S(=O)CCCC(=O)NO (4-(p-Fluorophenylsulphinyl)-butyrohydroxamic acid). RXN SMILES: [F:1][C:2]1[CH:7]=[CH:6][C:5]([S:8][CH2:9][CH2:10][CH2:11][C:12]([NH:14][OH:15])=[O:13])=[CH:4][CH:3]=1.[OH:16]O>C(O)(=O)C>[F:1][C:2]1[CH:3]=[CH:4][C:5]([S:8]([CH2:9][CH2:10][CH2:11][C:12]([NH:14][OH:15])=[O:13])=[O:16])=[CH:6][CH:7]=1. Procedure details: 10.5 g (0.046 mol) of 4-(p-fluorophenylthio)-butyrohydroxamic acid dissolved in 45 ml of acetic acid are oxidised with 4.6 ml of hydrogen peroxide of 110 volumes strength. After 1 hour at 50° C, the mixture is left to stand overnight and is then evaporated to dryness in vacuo. The residue is taken up in ethyl acetate and filtered off. Reactants: O=C([O-])O, C1CCOC1, COc1ccc(CNc2ccc(C#N)cc2Nc2ncc([N+](=O)[O-])c(NC3CCOc4ccc(F)cc43)n2)c(OC)c1, CO, [Cl-], [Na+], [Na+], O. Product: COc1ccc(CNc2ccc(C#N)cc2Nc2ncc(N)c(NC3CCOc4ccc(F)cc43)n2)c(OC)c1. As a reaction SMILES: [C:43](=[O:44])([OH:45])[O-:46].[CH2:52]1[O:53][CH2:54][CH2:55][CH2:56]1.[CH3:1][O:2][c:3]1[c:4]([CH2:5][NH:6][c:7]2[c:8]([NH:15][c:16]3[n:17][cH:18][c:19]([N+:34]([O-:35])=[O:36])[c:20]([NH:22][CH:23]4[CH2:24][CH2:25][O:26][c:27]5[cH:28][cH:29][c:30]([F:33])[cH:31][c:32]54)[n:21]3)[cH:9][c:10]([C:11]#[N:12])[cH:13][cH:14]2)[cH:37][cH:38][c:39]([O:41][CH3:42])[cH:40]1.[CH3:48][OH:49].[Cl-:51].[Na+:47].[Na+:50].[OH2:57]>>[CH3:1][O:2][c:3]1[c:4]([CH2:5][NH:6][c:7]2[c:8]([NH:15][c:16]3[n:17][cH:18][c:19]([NH2:34])[c:20]([NH:22][CH:23]4[CH2:24][CH2:25][O:26][c:27]5[cH:28][cH:29][c:30]([F:33])[cH:31][c:32]54)[n:21]3)[cH:9][c:10]([C:11]#[N:12])[cH:13][cH:14]2)[cH:37][cH:38][c:39]([O:41][CH3:42])[cH:40]1. Reactants: ClC=1C=NC(=NC1)N1CCC(CC1)[C@@H]1[C@@H](C1)CCNC1=CC=C(C=C1)S(=O)(=O)C (N-(2-{(1S,2S)-2-[1-(5-chloropyrimidin-2-yl)piperidin-4-yl]cyclopropyl}ethyl)-4-(methylsulfonyl)aniline), C=O (paraformaldehyde), ClC(C)Cl (dichloroethane), C(C)(=O)O[BH-](OC(C)=O)OC(C)=O.[Na+] (sodium triacetoxyborohydride). Reaction conditions: time 8 hour. Product: ClC=1C=NC(=NC1)N1CCC(CC1)[C@@H]1[C@@H](C1)CCN(C1=CC=C(C=C1)S(=O)(=O)C)C (N-(2-{(1S,2S)-2-[1-(5-chloropyrimidin-2-yl)piperidin-4-yl]cyclopropyl}ethyl)-N-methyl-4-(methylsulfonyl)aniline). RXN SMILES: [Cl:1][C:2]1[CH:3]=[N:4][C:5]([N:8]2[CH2:13][CH2:12][CH:11]([C@H:14]3[CH2:16][C@H:15]3[CH2:17][CH2:18][NH:19][C:20]3[CH:25]=[CH:24][C:23]([S:26]([CH3:29])(=[O:28])=[O:27])=[CH:22][CH:21]=3)[CH2:10][CH2:9]2)=[N:6][CH:7]=1.C=O.Cl[CH:33](Cl)C.C(O[BH-](OC(=O)C)OC(=O)C)(=O)C.[Na+]>>[Cl:1][C:2]1[CH:3]=[N:4][C:5]([N:8]2[CH2:13][CH2:12][CH:11]([C@H:14]3[CH2:16][C@H:15]3[CH2:17][CH2:18][N:19]([CH3:33])[C:20]3[CH:25]=[CH:24][C:23]([S:26]([CH3:29])(=[O:28])=[O:27])=[CH:22][CH:21]=3)[CH2:10][CH2:9]2)=[N:6][CH:7]=1 |f:3.4|. Procedure: N-(2-{(1S,2S)-2-[1-(5-chloropyrimidin-2-yl)piperidin-4-yl]cyclopropyl}ethyl)-4-(methylsulfonyl)aniline (6 mg, 0.014 mmol) from Example 7 and paraformaldehyde were added to dichloroethane (0.2 mL), then sodium triacetoxyborohydride (10.1 mg, 0.041 mmol) was added and stirred overnight at room temperature. The reaction was quenched with sodium bicarbonate saturated solution (10 mL), extracted with EtOAc (10 mL), second wash with Brine (10 mL). The organic phase was dried by magnesium sulfate, filt... The reactants are NC1=C(C(=CC(=C1)Cl)[N+](=O)[O-])O (2-amino-4-chloro-6-nitrophenol), C(=O)(N1C=NC=C1)N1C=NC=C1 (1,1′-carbonyldiimidazole), Cl (hydrochloric acid). Solvent: C1CCOC1 (THF). Reaction conditions: time 1 hour. Yields the product ClC=1C=C(C2=C(NC(O2)=O)C1)[N+](=O)[O-] (5-Chloro-7-nitro-1,3-benzoxazol-2(3H)-one). As a reaction SMILES: [NH2:1][C:2]1[CH:7]=[C:6]([Cl:8])[CH:5]=[C:4]([N+:9]([O-:11])=[O:10])[C:3]=1[OH:12].[C:13](N1C=CN=C1)(N1C=CN=C1)=[O:14].Cl>C1COCC1>[Cl:8][C:6]1[CH:5]=[C:4]([N+:9]([O-:11])=[O:10])[C:3]2[O:12][C:13](=[O:14])[NH:1][C:2]=2[CH:7]=1. Procedure: To a stirred solution of 2-amino-4-chloro-6-nitrophenol (2.00 g, 10.6 mmol) in THF (50 mL) was added 1,1′-carbonyldiimidazole (2.06 g, 12.7 mmol) and the resulting mixture was stirred at ambient temperature for 1 h. The mixture was poured into 1 N hydrochloric acid and the precipitate was isolated by filtration, washed with H2O, then hexanes, and dried in vacuo to give the title compound. The reactants are ClC1=CC(=C(C=C1)O)C(CN1C=NC=C1)(O)C1CC1 (4-chloro-2-(1-cyclopropyl-1-hydroxy-2-(1H-1-imidazolyl)ethyl)phenol), ClC1=CC(=C(C=C1)O)C(CN1C=NC=C1)(O)C1CC1 (4-chloro-2-(1-cyclopropyl-1-hydroxy-2-(1H-1-imidazolyl)ethyl)phenol), C(CC1=CC=CC=C1)Cl (phenethyl chloride). Reported procedure: The general procedure of Example 6 was repeated using 4-chloro-2-(1-cyclopropyl-1-hydroxy-2-(1H-1-imidazolyl)ethyl)phenol [compound (2-3)] and phenethyl chloride, to thereby yield 1-(5-chloro-2-(phenethyloxy)phenyl)-1-cyclopropyl-2-(1H-1-imidazolyl)-1-ethanol as colorless crystals (yield: 26.4%). The product is ClC=1C=CC(=C(C1)C(CN1C=NC=C1)(O)C1CC1)OCCC1=CC=CC=C1 (1-(5-chloro-2-(phenethyloxy)phenyl)-1-cyclopropyl-2-(1H-1-imidazolyl)-1-ethanol). Reaction SMILES: [Cl:1][C:2]1[CH:7]=[CH:6][C:5]([OH:8])=[C:4]([C:9]([CH:17]2[CH2:19][CH2:18]2)([OH:16])[CH2:10][N:11]2[CH:15]=[CH:14][N:13]=[CH:12]2)[CH:3]=1.[CH2:20](Cl)[CH2:21][C:22]1[CH:27]=[CH:26][CH:25]=[CH:24][CH:23]=1>>[Cl:1][C:2]1[CH:7]=[CH:6][C:5]([O:8][CH2:20][CH2:21][C:22]2[CH:27]=[CH:26][CH:25]=[CH:24][CH:23]=2)=[C:4]([C:9]([CH:17]2[CH2:19][CH2:18]2)([OH:16])[CH2:10][N:11]2[CH:15]=[CH:14][N:13]=[CH:12]2)[CH:3]=1. The yield is 26.4%.